From a dataset of the Open Reaction Database (ORD), a public repository of structured organic reaction records. describe an organic reaction: reactants, conditions, products, and yield The reactants are C(C)(C)(C)OC(=O)NC(C(=O)N1[C@@H](C[C@H](C1)O)C(=O)OC)[C@@H](CC(CCC=C)C)C ((2S,4R)-methyl 1-((3R)-2-((tert-butoxycarbonyl)amino)-3,5-dimethylnon-8-enoyl)-4-hydroxypyrrolidine-2-carboxylate), [Li+].[OH-] (LiOH), CO (methanol). The solvent is C1CCOC1.O (THF water). Run at time 8 hour. The product is C(C)(C)(C)OC(=O)NC(C(=O)N1[C@@H](C[C@H](C1)O)C(=O)O)[C@@H](CC(CCC=C)C)C ((2S,4R)-1-((3R)-2-((tert-butoxycarbonyl)amino)-3,5-dimethylnon-8-enoyl)-4-hydroxypyrrolidine-2-carboxylic acid). Isolated yield 85.6%. As a reaction SMILES: [C:1]([O:5][C:6]([NH:8][CH:9]([C@H:22]([CH3:30])[CH2:23][CH:24]([CH3:29])[CH2:25][CH2:26][CH:27]=[CH2:28])[C:10]([N:12]1[CH2:16][C@H:15]([OH:17])[CH2:14][C@H:13]1[C:18]([O:20]C)=[O:19])=[O:11])=[O:7])([CH3:4])([CH3:3])[CH3:2].[Li+].[OH-].CO>C1COCC1.O>[C:1]([O:5][C:6]([NH:8][CH:9]([C@H:22]([CH3:30])[CH2:23][CH:24]([CH3:29])[CH2:25][CH2:26][CH:27]=[CH2:28])[C:10]([N:12]1[CH2:16][C@H:15]([OH:17])[CH2:14][C@H:13]1[C:18]([OH:20])=[O:19])=[O:11])=[O:7])([CH3:4])([CH3:3])[CH3:2] |f:1.2,4.5|. Reported procedure: To a solution of (2S,4R)-methyl 1-((3R)-2-((tert-butoxycarbonyl)amino)-3,5-dimethylnon-8-enoyl)-4-hydroxypyrrolidine-2-carboxylate (2.2 g, 5.1 mmole) in THF/water (20 mL, 1:1) was added LiOH (650 mg, 15 mmole) followed by 5 mL of methanol at room temperature. The reaction mass was stirred at room temperature for overnight. The solvent was evaporated under reduced pressure and the residue was diluted with water and acidified with aqueous 1.5 N HCl solution. The aqueous solution was extracted with... The reactants are COC(=O)CP(=O)(OC)OC (trimethyl phosphonoacetate), C(C1=CC=CC=C1)N1C(=CC=C1C)C=O (1-benzyl-5-methyl-1H-pyrrole-2-carbaldehyde), COC1=C2C(=NC=C1)NC(=C2)CO ((4-Methoxy-1H-pyrrolo[2,3-b]pyridin-2-yl)methanol). The solvent is O1CCCC1 (tetrahydrofuran), O1CCCC1 (tetrahydrofuran). Run at time 60 minute. The product is crude product, COC(C=CC=1N(C(=CC1)C)CC1=CC=CC=C1)=O (3-(1-benzyl-5-methyl-1H-pyrrol-2-yl)-acrylic acid methyl ester), COC1=C2C(=NC=C1)NC(=C2)C (4-Methoxy-2-methyl-1H-pyrrolo[2,3-b]pyridine). As a reaction SMILES: [CH3:1][O:2][C:3]([CH2:5]P(OC)(OC)=O)=[O:4].[CH2:12]([N:19]1[C:23]([CH3:24])=[CH:22][CH:21]=[C:20]1[CH:25]=O)[C:13]1[CH:18]=[CH:17][CH:16]=[CH:15][CH:14]=1.[CH3:27][O:28][C:29]1[CH:34]=[CH:33][N:32]=[C:31]2[NH:35][C:36]([CH2:38]O)=[CH:37][C:30]=12>O1CCCC1>[CH3:1][O:2][C:3](=[O:4])[CH:5]=[CH:25][C:20]1[N:19]([CH2:12][C:13]2[CH:18]=[CH:17][CH:16]=[CH:15][CH:14]=2)[C:23]([CH3:24])=[CH:22][CH:21]=1.[CH3:27][O:28][C:29]1[CH:34]=[CH:33][N:32]=[C:31]2[NH:35][C:36]([CH3:38])=[CH:37][C:30]=12. Procedure: 3-(1-Benzyl-5-methyl-1H-pyrrol-2-yl)-acrylic acid methyl ester, 5: Sodium (14.45 g, 628 mmol) was added in portions to a dry methanol (420 mL). To the fresh formed sodium methoxide solution was added dropwise the solution of trimethyl phosphonoacetate (50 mL, 302 mmol) in tetrahydrofuran (105 mL) at room temperature. After addition the mixture was stirred for additional 60 min at room temperature. Then to the reaction mixture was added dropwise the solution of 1-benzyl-5-methyl-1H-pyrrole-2-carb... Starting materials: O=C([O-])[O-], O=C(OCc1ccccc1)c1ccc(B(O)O)cc1, CCOC(C)=O, CC(C)(C)OC(=O)NC1(c2ccc(-c3c(Cl)nc4n3-c3cccnc3Nc3ccccc3-4)cc2)CCC1, [Na+], [Na+], CN(C)C=O. Yields the product CC(C)(C)OC(=O)NC1(c2ccc(-c3c(-c4ccc(C(=O)OCc5ccccc5)cc4)nc4n3-c3cccnc3Nc3ccccc3-4)cc2)CCC1. Reaction SMILES: [C:57](=[O:58])([O-:59])[O-:60].[CH2:38]([c:39]1[cH:40][cH:41][cH:42][cH:43][cH:44]1)[O:45][C:46](=[O:47])[c:48]1[cH:49][cH:50][c:51]([B:54]([OH:55])[OH:56])[cH:52][cH:53]1.[CH3:68][CH2:69][O:70][C:71]([CH3:72])=[O:73].[Cl:1][c:2]1[n:3][c:4]2[n:5]([c:19]1-[c:20]1[cH:21][cH:22][c:23]([C:26]3([NH:30][C:31]([O:32][C:33]([CH3:34])([CH3:35])[CH3:36])=[O:37])[CH2:27][CH2:28][CH2:29]3)[cH:24][cH:25]1)-[c:6]1[c:7]([n:15][cH:16][cH:17][cH:18]1)[NH:8][c:9]1[c:10]-2[cH:11][cH:12][cH:13][cH:14]1.[Na+:61].[Na+:62].[O:63]=[CH:64][N:65]([CH3:66])[CH3:67]>>[c:2]1(-[c:51]2[cH:50][cH:49][c:48]([C:46]([O:45][CH2:38][c:39]3[cH:40][cH:41][cH:42][cH:43][cH:44]3)=[O:47])[cH:53][cH:52]2)[n:3][c:4]2[n:5]([c:19]1-[c:20]1[cH:21][cH:22][c:23]([C:26]3([NH:30][C:31]([O:32][C:33]([CH3:34])([CH3:35])[CH3:36])=[O:37])[CH2:27][CH2:28][CH2:29]3)[cH:24][cH:25]1)-[c:6]1[c:7]([n:15][cH:16][cH:17][cH:18]1)[NH:8][c:9]1[c:10]-2[cH:11][cH:12][cH:13][cH:14]1. Starting materials: OC(C=CC1C(C2(OCCO2)CC1)CCCCCCCO[Si](C)(C)C)(CCCCC)C (7-(3-Hydroxy-3-methyloct-1-enyl)-6-(7-trimethylsiloxyheptyl)-1,4-dioxaspiro[4,4]nonane), O (water), C1(=CC=CC=C1)C (toluene), crude product. Solvent: C(C)(=O)O (acetic acid), C(C)(=O)O (acetic acid), O1CCOCC1 (dioxan). Run at time 6 hour. The product is OC(C=CC1C(C(CC1)=O)CCCCCCCO)(CCCCC)C (7-[2-(3-hydroxy-3-methyloct-1-enyl)-5-oxocyclopentyl]heptanol). Yield: 32.2%. RXN SMILES: [OH:1][C:2]([CH3:31])([CH2:26][CH2:27][CH2:28][CH2:29][CH3:30])[CH:3]=[CH:4][CH:5]1[CH2:13][CH2:12][C:7]2(OCC[O:8]2)[CH:6]1[CH2:14][CH2:15][CH2:16][CH2:17][CH2:18][CH2:19][CH2:20][O:21][Si](C)(C)C.O.C1(C)C=CC=CC=1>C(O)(=O)C.O1CCOCC1>[OH:1][C:2]([CH3:31])([CH2:26][CH2:27][CH2:28][CH2:29][CH3:30])[CH:3]=[CH:4][CH:5]1[CH2:13][CH2:12][C:7](=[O:8])[CH:6]1[CH2:14][CH2:15][CH2:16][CH2:17][CH2:18][CH2:19][CH2:20][OH:21]. Procedure: 7-(3-Hydroxy-3-methyloct-1-enyl)-6-(7-trimethylsiloxyheptyl)-1,4-dioxaspiro[4,4]nonane [0.5 g; prepared as hereinbefore described in Example 3(iii)], water (10 ml.) and glacial acetic acid (20 ml.) were left to stand together at room temperature for 6 hours. The solution was then evaporated in vacuo at a temperature below 50° C. Ethyl acetate (150 ml.) was added to the residue and the resulting solution was washed with water until the pH of the washings was 5, dried over sodium sulphate, and eva... Reactants: C1(=CC=CC=C1)O (phenol), NCCC1=CC=C(C=C1)O (tyramine), 404, C(C)(C)(C)OC(=O)N1[C@H](CN(CC1)CC1=CC(=CC=C1)C1=NC(=NC=C1)Cl)C (4-[3-(2-Chloro-pyrimidin-4-yl)-benzyl]-2-(S)-methyl-piperazine-1-carboxylic acid tert-butyl ester), C(C)(C)(C)OC(=O)N1[C@H](CN(CC1)CC1=CC(=CC=C1)C1=NC(=NC=C1)Cl)C (4-[3-(2-Chloro-pyrimidin-4-yl)-benzyl]-2-(S)-methyl-piperazine-1-carboxylic acid tert-butyl ester). Product: C(C)(C)(C)OC(=O)N1[C@@H](CN(CC1)CC1=CC(=CC=C1)C1=NC(=NC=C1)Cl)C (4-[3-(2-Chloro-pyrimidin-4-yl)-benzyl]-2-(R)-methyl-piperazine-1-carboxylic acid tert-butyl ester). RXN SMILES: C1(O)C=CC=CC=1.[C:8]([O:12][C:13]([N:15]1[CH2:20][CH2:19][N:18]([CH2:21][C:22]2[CH:27]=[CH:26][CH:25]=[C:24]([C:28]3[CH:33]=[CH:32][N:31]=[C:30]([Cl:34])[N:29]=3)[CH:23]=2)[CH2:17][C@@H:16]1[CH3:35])=[O:14])([CH3:11])([CH3:10])[CH3:9].NCCC1C=CC(O)=CC=1>>[C:8]([O:12][C:13]([N:15]1[CH2:20][CH2:19][N:18]([CH2:21][C:22]2[CH:27]=[CH:26][CH:25]=[C:24]([C:28]3[CH:33]=[CH:32][N:31]=[C:30]([Cl:34])[N:29]=3)[CH:23]=2)[CH2:17][C@H:16]1[CH3:35])=[O:14])([CH3:11])([CH3:9])[CH3:10]. Reported procedure: 442-{4-[3-(3-S-Methyl-piperazin-1-ylmethyl)-phenyl]-pyrimidin-2-ylamino}-ethyl)-phenol: Intermediate 128 4-[3-(2-Chloro-pyrimidin-4-yl)-benzyl]-2-(S)-methyl-piperazine-1-carboxylic acid tert-butyl ester was coupled with tyramine following procedure F then deprotected following procedure G. LC-MS showed the product had the expected M+H+ of 404. 1H NMR (Varian 300 MHz, CD3OD, shifts relative to the solvent peak at 3.30 ppm) δ 8.6 (s, 1H) 8.4 (m, 2H) 7.9 (s, 1H) 7.6 (d, 2H) 7.1 (s, 2H) 6.7 (a, 2H) ... Starting materials: O=C(O)c1cc(-c2ccccc2)cc2c(-c3ccccc3)c(Br)oc12, CC(=O)O, [Na+], O=[N+]([O-])[O-], O, O=[N+]([O-])O. The product is O=C(O)c1cc(-c2ccccc2)cc2c(-c3ccccc3)c([N+](=O)[O-])oc12. As a reaction SMILES: [Br:1][c:2]1[o:3][c:4]2[c:5]([c:6]1-[c:7]1[cH:8][cH:9][cH:10][cH:11][cH:12]1)[cH:13][c:14](-[c:20]1[cH:21][cH:22][cH:23][cH:24][cH:25]1)[cH:15][c:16]2[C:17](=[O:18])[OH:19].[CH3:36][C:37](=[O:38])[OH:39].[Na+:30].[O-:31][N+:32](=[O:33])[O-:34].[OH2:35].[OH:26][N+:27]([O-:28])=[O:29]>>[c:2]1([N+:27](=[O:26])[O-:28])[o:3][c:4]2[c:5]([c:6]1-[c:7]1[cH:8][cH:9][cH:10][cH:11][cH:12]1)[cH:13][c:14](-[c:20]1[cH:21][cH:22][cH:23][cH:24][cH:25]1)[cH:15][c:16]2[C:17](=[O:18])[OH:19]. The reactants are C(=O)C=1C=C(C#N)C=CC1 (3-Formylbenzonitrile), [C@@H]1(CCCC2=CC=CC=C12)N ((1S)-1,2,3,4-tetrahydro-1-naphthalenylamine). Yields the product [C@@H]1(CCCC2=CC=CC=C12)NCC=1C=C(C#N)C=CC1 (3-{[(1S)-1,2,3,4-tetrahydro-1-naphthalenylamino]methyl}benzonitrile). Reaction SMILES: [CH:1]([C:3]1[CH:4]=[C:5]([CH:8]=[CH:9][CH:10]=1)[C:6]#[N:7])=O.[C@@H:11]1([NH2:21])[C:20]2[C:15](=[CH:16][CH:17]=[CH:18][CH:19]=2)[CH2:14][CH2:13][CH2:12]1>>[C@@H:11]1([NH:21][CH2:1][C:3]2[CH:4]=[C:5]([CH:8]=[CH:9][CH:10]=2)[C:6]#[N:7])[C:20]2[C:15](=[CH:16][CH:17]=[CH:18][CH:19]=2)[CH2:14][CH2:13][CH2:12]1. Procedure: 3-Formylbenzonitrile and (1S)-1,2,3,4-tetrahydro-1-naphthalenylamine were processed as described in Example 1A to provide the title compound. The reactants are O=C(C(C(=O)OCC)=NOC)C (ethyl 3-oxo-2-methoxyiminobutyrate), BrBr (bromine). Run in C(Cl)(Cl)Cl (chloroform), C(Cl)(Cl)Cl (chloroform). Conditions: temperature 40 celsius. The product is BrCC(C(C(=O)OCC)=NOC)=O (ethyl 4-brom-3-oxo-2-methoxyiminobutyrate). The yield is 91.1%. RXN SMILES: [O:1]=[C:2]([CH3:12])[C:3](=[N:9][O:10][CH3:11])[C:4]([O:6][CH2:7][CH3:8])=[O:5].[Br:13]Br>C(Cl)(Cl)Cl>[Br:13][CH2:12][C:2](=[O:1])[C:3](=[N:9][O:10][CH3:11])[C:4]([O:6][CH2:7][CH3:8])=[O:5]. Reported procedure: In 120 ml of chloroform is dissolved 27.3 g of ethyl 3-oxo-2-methoxyiminobutyrate and the solution is warmed to 40° C. Then, a solution of 25.3 g of bromine in 30 ml of chloroform is added dropwise over a period of 30 minutes. The mixture is stirred and reacted at room temperature for 1 hour. The reaction mixture is washed with a 5% aqueous solution of sodium hydrogen carbonate and water in that order and the organic layer is dried. The solvent is then distilled off under reduced pressure to obt... Reactants: CN[C@@H]1C[C@H]2O[C@@](C)([C@@H]1OC)n1c3ccccc3c3c4c(c5c6ccccc6n2c5c31)C(=O)NC4 (staurosporine), CC(=O)c1cc(C)cc(C)c1. The reagents and catalysts are CC(C)[O-].CC(C)[O-].CC(C)[O-].CC(C)[O-].[Ti+4] (Ti(OiPr)4), CC(=O)O (acetic acid), CC(=O)O[BH-](OC(C)=O)OC(C)=O.[Na+] (Sodium triacetoxyborohydride). Run in CC(=O)N(C)C (DMA), CC(=O)N(C)C (DMA), CC(=O)N(C)C (DMA), CC(=O)N(C)C (DMA), CC(=O)N(C)C (DMA), CC(=O)N(C)C (DMA), CC(=O)N(C)C (DMA). Conditions: temperature 22 celsius, time 18 hour. The product is CO[C@@H]1[C@@H](C[C@H]2O[C@]1(C)n3c4ccccc4c5c6CNC(=O)c6c7c8ccccc8n2c7c35)N(C)C(C)c9cc(C)cc(C)c9, CN[C@@H]1C[C@H]2O[C@@](C)([C@@H]1OC)n1c3ccccc3c3c4c(c5c6ccccc6n2c5c31)C(=O)NC4 (Staurosporine), c1ccc(-c2ccccc2)cc1 (biphenyl), CC(O)\C=C\c1ccccc1.